Dataset: the Open Reaction Database (ORD), a public repository of structured organic reaction records. Task: describe an organic reaction: reactants, conditions, products, and yield Starting materials: NC=1SC(=C(N1)CCC)CC1=CC=C(C=C1)[N+](=O)[O-] (2-amino-5-(4-nitrobenzyl)-4-propylthiazole). The solvent is C(C)O (ethanol). Product: NC=1SC(=C(N1)CCC)CC1=CC=C(C=C1)N (2-amino-5-(4-aminobenzyl)-4-propylthiazole). The yield is 59.1%. RXN SMILES: [NH2:1][C:2]1[S:3][C:4]([CH2:10][C:11]2[CH:16]=[CH:15][C:14]([N+:17]([O-])=O)=[CH:13][CH:12]=2)=[C:5]([CH2:7][CH2:8][CH3:9])[N:6]=1>C(O)C>[NH2:1][C:2]1[S:3][C:4]([CH2:10][C:11]2[CH:12]=[CH:13][C:14]([NH2:17])=[CH:15][CH:16]=2)=[C:5]([CH2:7][CH2:8][CH3:9])[N:6]=1. Reported procedure: 4.0 g of 2-amino-5-(4-nitrobenzyl)-4-propylthiazole (13 mmol) in 100 ml of ethanol are hydrogenated according to Example 25. 1.9 g of 2-amino-5-(4-aminobenzyl)-4-propylthiazole are obtained in the form of a brown oil. The reactants are CO, COC(=O)c1ccc(Cn2cc(C(=O)C=C(O)C(=O)O)c3cc(Cl)ccc32)cc1, [Li+], [OH-]. The product is O=C(O)C(O)=CC(=O)c1cn(Cc2ccc(C(=O)O)cc2)c2ccc(Cl)cc12. RXN SMILES: [CH3:32][OH:33].[Cl:1][c:2]1[cH:3][c:4]2[c:5]([C:22]([CH:23]=[C:24]([C:25](=[O:26])[OH:27])[OH:28])=[O:29])[cH:6][n:7]([CH2:11][c:12]3[cH:13][cH:14][c:15]([C:18](=[O:19])[O:20][CH3:21])[cH:16][cH:17]3)[c:8]2[cH:9][cH:10]1.[Li+:31].[OH-:30]>>[Cl:1][c:2]1[cH:3][c:4]2[c:5]([C:22]([CH:23]=[C:24]([C:25](=[O:26])[OH:27])[OH:28])=[O:29])[cH:6][n:7]([CH2:11][c:12]3[cH:13][cH:14][c:15]([C:18](=[O:19])[OH:20])[cH:16][cH:17]3)[c:8]2[cH:9][cH:10]1. Procedure details: In analogy to the procedure described for the synthesis of 5-tert-butyl-7-(3,3-difluoro-pyrrolidin-1-yl)-3-ethyl-3H-[1,2,3]triazolo[4,5-d]pyrimidine (example 61), the title compound was prepared from 5-tert-butyl-7-(3,3-difluoropyrrolidin-1-yl)-3H-[1,2,3]triazolo[4,5-d]pyrimidine and 2-(bromomethyl)pyridine hydrobromide and isolated as light-yellow solid (4.2 mg, 27%). MS (m/e): 374.4 (MH+). Reaction SMILES: [C:1]([C:5]1[N:6]=[C:7]([N:16]2[CH2:20][CH2:19][C:18]([F:22])([F:21])[CH2:17]2)[C:8]2[N:13]=[N:12][N:11]([CH2:14][CH3:15])[C:9]=2[N:10]=1)([CH3:4])([CH3:3])[CH3:2].C(C1N=C([N:36]2[CH2:40][CH2:39][C:38](F)(F)[CH2:37]2)C2N=NNC=2N=1)(C)(C)C.Br.BrCC1C=CC=CN=1>>[C:1]([C:5]1[N:6]=[C:7]([N:16]2[CH2:20][CH2:19][C:18]([F:21])([F:22])[CH2:17]2)[C:8]2[N:13]=[N:12][N:11]([CH2:14][C:15]3[CH:40]=[CH:39][CH:38]=[CH:37][N:36]=3)[C:9]=2[N:10]=1)([CH3:2])([CH3:3])[CH3:4] |f:2.3|. Reactants: C(C)(C)(C)C=1N=C(C2=C(N1)N(N=N2)CC)N2CC(CC2)(F)F (5-tert-Butyl-7-(3,3-difluoro-pyrrolidin-1-yl)-3-ethyl-3H-[1,2,3]triazolo[4,5-d]pyrimidine), C(C)(C)(C)C=1N=C(C2=C(N1)NN=N2)N2CC(CC2)(F)F (5-tert-butyl-7-(3,3-difluoropyrrolidin-1-yl)-3H-[1,2,3]triazolo[4,5-d]pyrimidine), Br.BrCC1=NC=CC=C1 (2-(bromomethyl)pyridine hydrobromide). The yield is 27.0%. Yields the product C(C)(C)(C)C=1N=C(C2=C(N1)N(N=N2)CC2=NC=CC=C2)N2CC(CC2)(F)F (5-tert-Butyl-7-(3,3-difluoro-pyrrolidin-1-yl)-3-pyridin-2-ylmethyl-3H-[1,2,3]triazolo[4,5-d]pyrimidine), solid. The reactants are COC=1C=C(C=CC1C1=NC=CC=C1)C1=NN2C(C=CC=C2)=C1C(=O)OCC (Ethyl 2-(3-methoxy-4-pyridin-2-ylphenyl)pyrazolo[1,5-a]pyridin-3-carboxylate), S(O)(O)(=O)=O (sulfuric acid). The solvent is C([O-])([O-])=O.[Na+].[Na+] (sodium carbonate). Run at temperature 100 celsius. Yields the product COC=1C=C(C=CC1C1=NC=CC=C1)C1=NN2C(C=CC=C2)=C1 (2-(3-methoxy-4-pyridin-2-ylphenyl)pyrazolo[1,5-a]pyridine). As a reaction SMILES: [CH3:1][O:2][C:3]1[CH:4]=[C:5]([C:15]2[C:23](C(OCC)=O)=[C:18]3[CH:19]=[CH:20][CH:21]=[CH:22][N:17]3[N:16]=2)[CH:6]=[CH:7][C:8]=1[C:9]1[CH:14]=[CH:13][CH:12]=[CH:11][N:10]=1.S(=O)(=O)(O)O>C(=O)([O-])[O-].[Na+].[Na+]>[CH3:1][O:2][C:3]1[CH:4]=[C:5]([C:15]2[CH:23]=[C:18]3[CH:19]=[CH:20][CH:21]=[CH:22][N:17]3[N:16]=2)[CH:6]=[CH:7][C:8]=1[C:9]1[CH:14]=[CH:13][CH:12]=[CH:11][N:10]=1 |f:2.3.4|. Procedure details: Ethyl 2-(3-methoxy-4-pyridin-2-ylphenyl)pyrazolo[1,5-a]pyridin-3-carboxylate (25 mg, 0.013 mmol) was treated with 40% sulfuric acid (1 mL), and the reaction mixture was heated to 100° C. for 12 h. The cooled reaction mixture was diluted with a solution of saturated aqueous sodium carbonate (25 mL), and the product was extracted into CH2Cl2 (3×20 mL), dried (MgSO4) and concentrated to afford 2-(3-methoxy-4-pyridin-2-ylphenyl)pyrazolo[1,5-a]pyridine. Starting materials: O1C(CCCC1)ONC(=O)[C@@H](C\C=C\C1=CC=CC=C1)[C@](C(=O)NNCC(C)C)(CCC)C ((E)-2(R)-[1(S)-[(tetrahydro-2(RS)-pyranyloxy)carbamoyl]-4-phenyl-3-butenyl]-2′-isobutyl-methylvalerohydrazide), 2-[N-(9-fluorenylmethyloxycarbonyl)-4-piperidine]acetic acid, Cl.C(C)N=C=NCCCN(C)C (1-ethyl-3-(3-dimethylaminopropyl)-carbodiimide hydrochloride). The solvent is CN(C=O)C (dimethylformamide). Reaction conditions: time 8 hour. Product: CC(CCC(=O)NN)C (4-methylvalerohydrazide). Reaction SMILES: O1CCCCC1ONC([C@H]([C@@:21](C)([CH2:30][CH2:31][CH3:32])[C:22]([NH:24][NH:25]CC(C)C)=[O:23])C/C=C/C1C=CC=CC=1)=O.Cl.[CH2:35](N=C=NCCCN(C)C)C>CN(C)C=O>[CH3:35][CH:31]([CH3:32])[CH2:30][CH2:21][C:22]([NH:24][NH2:25])=[O:23] |f:1.2|. Procedure: A solution of 0.157 g of (E)-2(R)-[1(S)-[(tetrahydro-2(RS)-pyranyloxy)carbamoyl]-4-phenyl-3-butenyl]-2′-isobutyl-methylvalerohydrazide in 5 ml of dimethylformamide was treated at room temperature under nitrogen with 0.250 g of 2-[N-(9-fluorenylmethyloxycarbonyl)-4-piperidine]acetic acid and 0.132 g of 1-ethyl-3-(3-dimethylaminopropyl)-carbodiimide hydrochloride. The mixture was stirred overnight at room temperature and evaporated. The residue was dissolved in ethyl acetate and washed with 5% aqu... The product is CC(C)(C)CC(=O)Nc1ccc2ncccc2c1. As a reaction SMILES: [C:12]([CH3:13])([CH3:14])([CH3:15])[CH2:16][C:17](=[O:18])[Cl:19].[Cl:26][CH2:27][Cl:28].[NH2:1][c:2]1[cH:3][c:4]2[cH:5][cH:6][cH:7][n:8][c:9]2[cH:10][cH:11]1.[cH:20]1[cH:21][cH:22][n:23][cH:24][cH:25]1>>[NH:1]([c:2]1[cH:3][c:4]2[cH:5][cH:6][cH:7][n:8][c:9]2[cH:10][cH:11]1)[C:17]([CH2:16][C:12]([CH3:13])([CH3:14])[CH3:15])=[O:18]. The reactants are CC(C)(C)CC(=O)Cl, ClCCl, Nc1ccc2ncccc2c1, c1ccncc1. The reactants are CCO, O=C1C=C(c2ccccc2Cl)C(=O)N1, Nc1ccccc1. The product is O=C1NC(=O)C(c2ccccc2Cl)C1Nc1ccccc1. Reaction SMILES: [CH3:22][CH2:23][OH:24].[Cl:1][c:2]1[c:3]([C:8]2=[CH:13][C:12](=[O:14])[NH:11][C:9]2=[O:10])[cH:4][cH:5][cH:6][cH:7]1.[NH2:15][c:16]1[cH:17][cH:18][cH:19][cH:20][cH:21]1>>[Cl:1][c:2]1[c:3]([CH:8]2[C:9](=[O:10])[NH:11][C:12](=[O:14])[CH:13]2[NH:15][c:16]2[cH:17][cH:18][cH:19][cH:20][cH:21]2)[cH:4][cH:5][cH:6][cH:7]1. Reactants: FC(CC=1N(C=C(N1)C(=O)O)COCC[Si](C)(C)C)(F)F (2-(2,2,2-trifluoroethyl)-1-((2-(trimethylsilyl)ethoxy)methyl)-1H-imidazole-4-carboxylic acid), N[C@H](CN1N=C(C=C1)C1=CC(=C(C#N)C(=C1)F)Cl)C ((S)-4-(1-(2-aminopropyl)-1H-pyrazol-3-yl)-2-chloro-6-fluorobenzonitrile). Procedure: The title compound was prepared using the procedure described in Example 32(e) starting from 2-(2,2,2-trifluoroethyl)-1-((2-(trimethylsilyl)ethoxy)methyl)-1H-imidazole-4-carboxylic acid (0.98 mmol, 320 mg) and (S)-4-(1-(2-aminopropyl)-1H-pyrazol-3-yl)-2-chloro-6-fluorobenzonitrile (0.98 mmol, 273 mg). The product was purified by flash-chromatography. Yield 310 mg. LC-MS: [M+1]=585.25. Product: ClC=1C=C(C=C(C1C#N)F)C1=NN(C=C1)C[C@H](C)NC(=O)C=1N=C(N(C1)COCC[Si](C)(C)C)CC(F)(F)F ((S)—N-(1-(3-(3-Chloro-4-cyano-5-fluorophenyl)-1H-pyrazol-1-yl)propan-2-yl)-2-(2,2,2-trifluoroethyl)-1-((2-(trimethylsilyl)ethoxy)methyl)-1H-imidazole-4-carboxamide). As a reaction SMILES: [F:1][C:2]([F:21])([F:20])[CH2:3][C:4]1[N:5]([CH2:12][O:13][CH2:14][CH2:15][Si:16]([CH3:19])([CH3:18])[CH3:17])[CH:6]=[C:7]([C:9]([OH:11])=O)[N:8]=1.[NH2:22][C@@H:23]([CH3:40])[CH2:24][N:25]1[CH:29]=[CH:28][C:27]([C:30]2[CH:37]=[C:36]([F:38])[C:33]([C:34]#[N:35])=[C:32]([Cl:39])[CH:31]=2)=[N:26]1>>[Cl:39][C:32]1[CH:31]=[C:30]([C:27]2[CH:28]=[CH:29][N:25]([CH2:24][C@@H:23]([NH:22][C:9]([C:7]3[N:8]=[C:4]([CH2:3][C:2]([F:1])([F:21])[F:20])[N:5]([CH2:12][O:13][CH2:14][CH2:15][Si:16]([CH3:19])([CH3:18])[CH3:17])[CH:6]=3)=[O:11])[CH3:40])[N:26]=2)[CH:37]=[C:36]([F:38])[C:33]=1[C:34]#[N:35]. Starting materials: ClCCl, COc1cc2c(Oc3ccc4[nH]c(C)c(C)c4c3)ncnc2cc1O, CC(C)OC(=O)N=NC(=O)OC(C)C, OCCN1CCCC1, c1ccc(P(c2ccccc2)c2ccccc2)cc1. Yields the product COc1cc2c(Oc3ccc4[nH]c(C)c(C)c4c3)ncnc2cc1OCCN1CCCC1. As a reaction SMILES: [CH2:67]([Cl:68])[Cl:69].[CH3:1][c:2]1[nH:3][c:4]2[cH:5][cH:6][c:7]([O:12][c:13]3[n:14][cH:15][n:16][c:17]4[cH:18][c:19]([OH:25])[c:20]([O:23][CH3:24])[cH:21][c:22]34)[cH:8][c:9]2[c:10]1[CH3:11].[O:53]=[C:54]([O:55][CH:56]([CH3:57])[CH3:58])[N:59]=[N:60][C:61]([O:62][CH:63]([CH3:64])[CH3:65])=[O:66].[OH:45][CH2:46][CH2:47][N:48]1[CH2:49][CH2:50][CH2:51][CH2:52]1.[c:26]1([P:27]([c:28]2[cH:29][cH:30][cH:31][cH:32][cH:33]2)[c:34]2[cH:35][cH:36][cH:37][cH:38][cH:39]2)[cH:40][cH:41][cH:42][cH:43][cH:44]1>>[CH3:1][c:2]1[nH:3][c:4]2[cH:5][cH:6][c:7]([O:12][c:13]3[n:14][cH:15][n:16][c:17]4[cH:18][c:19]([O:25][CH2:46][CH2:47][N:48]5[CH2:49][CH2:50][CH2:51][CH2:52]5)[c:20]([O:23][CH3:24])[cH:21][c:22]34)[cH:8][c:9]2[c:10]1[CH3:11].